This data is from the Open Reaction Database (ORD), a public repository of structured organic reaction records. The task is: describe an organic reaction: reactants, conditions, products, and yield Starting materials: [OH-].[Na+] (NaOH), BrC=1C=NC(=NC1)N1C(C=2NC3=CC=CC=C3C2CC1)C=1C=CC2=C(CCO2)C1 (2-(5-bromo-2-pyrimidinyl)-1-(2,3-dihydro-5-benzofuranyl)-2,3,4,9-tetrahydro-1H-β-carboline), CN1C(=NC=C1)C (1,2-dimethyl-1H-imidazole), C1=CC=C(C=C1)P(C2=CC=CC=C2)C3=CC=CC=C3 (PPh3), C(=O)([O-])[O-].[K+].[K+] (K2CO3). Reagents/catalysts: CC(=O)[O-].CC(=O)[O-].[Pd+2] (Pd(OAc)2). Run in CN(C)C=O (DMF). Yields the product O1CCC2=C1C=CC(=C2)C2N(CCC=1C3=CC=CC=C3NC21)C2=NC=C(C=N2)C=2N(C(=NC2)C)C (1-(2,3-Dihydro-benzofuran-5-yl)-2-[5-(2,3-dimethyl-3H-imidazol4-yl)-pyrimidin-2-yl]-2,3,4,9-tetrahydro-1H-β-carboline). As a reaction SMILES: Br[C:2]1[CH:3]=[N:4][C:5]([N:8]2[CH2:20][CH2:19][C:18]3[C:17]4[C:12](=[CH:13][CH:14]=[CH:15][CH:16]=4)[NH:11][C:10]=3[CH:9]2[C:21]2[CH:22]=[CH:23][C:24]3[O:28][CH2:27][CH2:26][C:25]=3[CH:29]=2)=[N:6][CH:7]=1.[CH3:30][N:31]1[CH:35]=[CH:34][N:33]=[C:32]1[CH3:36].C1C=CC(P(C2C=CC=CC=2)C2C=CC=CC=2)=CC=1.C([O-])([O-])=O.[K+].[K+].[OH-].[Na+]>CN(C=O)C.CC([O-])=O.CC([O-])=O.[Pd+2]>[O:28]1[C:24]2[CH:23]=[CH:22][C:21]([CH:9]3[C:10]4[NH:11][C:12]5[C:17](=[CH:16][CH:15]=[CH:14][CH:13]=5)[C:18]=4[CH2:19][CH2:20][N:8]3[C:5]3[N:4]=[CH:3][C:2]([C:35]4[N:31]([CH3:30])[C:32]([CH3:36])=[N:33][CH:34]=4)=[CH:7][N:6]=3)=[CH:29][C:25]=2[CH2:26][CH2:27]1 |f:3.4.5,6.7,9.10.11|. Procedure: 2-(5-bromo-2-pyrimidinyl)-1-(2,3-dihydro-5-benzofuranyl)-2,3,4,9-tetrahydro-1H-β-carboline (0.45 g, 1.00 mmol), 1,2-dimethyl-1H-imidazole (0.18 g, 1.87 mmol), Pd(OAc)2 (12 mg, 0.05 mmol), PPh3 (26 mg, 0.1 mmol) and K2CO3 (0.28 g, 2 mmol) were stirred in 3.5 mL DMF at 140° C. for 14 hours. The mixture was poured into aqueous 10% NaOH solution (50 mL). The resulting solution was extracted with CH2Cl2 (3×50 mL) and dried over Na2SO4. Purification by preparative TLC yielded the title product as yell... Starting materials: C(CC(C)C)(=O)[O-].[Na+] (sodium isovalerate), C(C)[C@@H]1[C@@H]([C@]2(C)[C@@H](C1)[C@@H]1CCC3=CC(CC[C@@H]3[C@H]1CC2)=O)OC(CBr)=O (16β-ethyl-17β-bromoacetoxy-4-estren-3-one), CN(C)C=O (DMF). Run in O (water), CC(=O)C (acetone). The product is C(C)[C@@H]1[C@@H]([C@]2(C)[C@@H](C1)[C@@H]1CCC3=CC(CC[C@@H]3[C@H]1CC2)=O)OC(COC(CC(C)C)=O)=O (16β-Ethyl-17β-(3-methylbutyryl)oxyacetoxy-4-estren-3-one). The yield is 87.8%. Reaction SMILES: [C:1]([O-:7])(=[O:6])[CH2:2][CH:3]([CH3:5])[CH3:4].[Na+].[CH2:9]([C@H:11]1[CH2:16][C@H:15]2[C@H:17]3[C@H:26]([CH2:27][CH2:28][C@:13]2([CH3:14])[C@H:12]1[O:30][C:31](=[O:34])[CH2:32]Br)[C@@H:25]1[C:20](=[CH:21][C:22](=[O:29])[CH2:23][CH2:24]1)[CH2:19][CH2:18]3)[CH3:10].CN(C=O)C>O.CC(C)=O>[CH2:9]([C@H:11]1[CH2:16][C@H:15]2[C@H:17]3[C@H:26]([CH2:27][CH2:28][C@:13]2([CH3:14])[C@H:12]1[O:30][C:31](=[O:34])[CH2:32][O:6][C:1](=[O:7])[CH2:2][CH:3]([CH3:5])[CH3:4])[C@@H:25]1[C:20](=[CH:21][C:22](=[O:29])[CH2:23][CH2:24]1)[CH2:19][CH2:18]3)[CH3:10] |f:0.1|. Reported procedure: In a mixture of 2 ml of water and 2 ml of acetone is dissolved 0.26 g of sodium isovalerate, and 0.45 g of 16β-ethyl-17β-bromoacetoxy-4-estren-3-one and 10 ml of DMF are added to the above solution. The mixture is refluxed for 6 hours, and thereafter treated in the same manner as Example 26. The reaction mixture is then subjected to column chromatography. Following passage of 100 ml of diisopropyl ether-n-hexane (2:8), elution is carried out with 400 ml of a 1:1 mixture of the same solvents. The... Reactants: FC1=C(C=CC=C1)N=C=O (1-fluoro-2-isocyanatobenzene), NC1=CC=C(C=C1)C1=NOC(=C1)C(N[C@@H](C(=O)OC)C(C)C)=S ((R)-methyl 2-(3-(4-aminophenyl)isoxazole-5-carbothioamido)-3-methylbutanoate). The product is FC1=C(C=CC=C1)NC(NC1=CC=C(C=C1)C1=NOC(=C1)C(N[C@@H](C(=O)OC)C(C)C)=S)=O ((R)-Methyl 2-(3-(4-(3-(2-fluorophenyl)ureido)phenyl)isoxazole-5-carbothioamido)-3-methylbutanoate). Yield: 65.0%. RXN SMILES: [F:1][C:2]1[CH:7]=[CH:6][CH:5]=[CH:4][C:3]=1[N:8]=[C:9]=[O:10].[NH2:11][C:12]1[CH:17]=[CH:16][C:15]([C:18]2[CH:22]=[C:21]([C:23](=[S:33])[NH:24][C@H:25]([CH:30]([CH3:32])[CH3:31])[C:26]([O:28][CH3:29])=[O:27])[O:20][N:19]=2)=[CH:14][CH:13]=1>>[F:1][C:2]1[CH:7]=[CH:6][CH:5]=[CH:4][C:3]=1[NH:8][C:9](=[O:10])[NH:11][C:12]1[CH:17]=[CH:16][C:15]([C:18]2[CH:22]=[C:21]([C:23](=[S:33])[NH:24][C@H:25]([CH:30]([CH3:31])[CH3:32])[C:26]([O:28][CH3:29])=[O:27])[O:20][N:19]=2)=[CH:14][CH:13]=1. Reported procedure: The title compound was prepared according to the procedure as set forth in example 151, except that 1-fluoro-2-isocyanatobenzene was used in place of 1-fluoro-3-isocyanatobenzene and (R)-methyl 2-(3-(4-aminophenyl)isoxazole-5-carbothioamido)-3-methylbutanoate was used in place of methyl 2-(3-(4-aminophenyl)isoxazole-5-carboxamido)-3-methylbutanoate to yield 65% of the title compound. MS (ESI): m/z 471(M+H)+; 1HNMR (DMSO-d6, 300 MHz): δ 10.935 (s, 1H), 9.355 (s, 1H), 8.640 (s, 1H), 8.161 (s, 1H),... Reactants: C(#C)C=1C=NN2C1N=C(C=C2C(F)(F)F)C2=CC(=CC=C2)C(F)(F)F (3-ethynyl-7-trifluoromethyl-5-(3-trifluoromethyl-phenyl)-pyrazolo[1,5-a]pyrimidine), OCC(C)(C)NS(=O)(=O)C1=CN=C(S1)Cl (2-Chloro-thiazole-5-sulfonic acid (2-hydroxy-1,1-dimethyl-ethyl)-amide). The product is OCC(C)(C)NS(=O)(=O)C1=CN=C(S1)C#CC=1C=NN2C1N=C(C=C2C(F)(F)F)C2=CC(=CC=C2)C(F)(F)F (2-[7-Trifluoromethyl-5-(3-trifluoromethyl-phenyl)-pyrazolo[1,5-a]pyrimidin-3-ylethynyl]-thiazole-5-sulfonic acid (2-hydroxy-1,1-dimethyl-ethyl)-amide), solid. Isolated yield 55.0%. Reaction SMILES: [C:1]([C:3]1[CH:4]=[N:5][N:6]2[C:11]([C:12]([F:15])([F:14])[F:13])=[CH:10][C:9]([C:16]3[CH:21]=[CH:20][CH:19]=[C:18]([C:22]([F:25])([F:24])[F:23])[CH:17]=3)=[N:8][C:7]=12)#[CH:2].[OH:26][CH2:27][C:28]([NH:31][S:32]([C:35]1[S:39][C:38](Cl)=[N:37][CH:36]=1)(=[O:34])=[O:33])([CH3:30])[CH3:29]>>[OH:26][CH2:27][C:28]([NH:31][S:32]([C:35]1[S:39][C:38]([C:2]#[C:1][C:3]2[CH:4]=[N:5][N:6]3[C:11]([C:12]([F:14])([F:13])[F:15])=[CH:10][C:9]([C:16]4[CH:21]=[CH:20][CH:19]=[C:18]([C:22]([F:25])([F:24])[F:23])[CH:17]=4)=[N:8][C:7]=23)=[N:37][CH:36]=1)(=[O:34])=[O:33])([CH3:30])[CH3:29]. Procedure: The title compound was prepared from 3-ethynyl-7-trifluoromethyl-5-(3-trifluoromethyl-phenyl)-pyrazolo[1,5-a]pyrimidine (example C.10) (178 mg, 0.5 mmol) and 2-chloro-thiazole-5-sulfonic acid (2-hydroxy-1,1-dimethyl-ethyl)-amide (example B.14) (135 mg, 0.5 mmol) according to general procedure II. Obtained as a yellow solid (163 mg, 55%). MS (ISN) 588.2 [(M+H)+]; mp 200° C. The reactants are O=C(O)c1ccc(C2CC2)c(OCC2CC2)n1, Cl, CN(C)C(=O)C(N)CC1CC1. Yields the product CN(C)C(=O)C(CC1CC1)NC(=O)c1ccc(C2CC2)c(OCC2CC2)n1. Reaction SMILES: [CH:1]1([c:4]2[cH:5][cH:6][c:7]([C:15](=[O:16])[OH:17])[n:8][c:9]2[O:10][CH2:11][CH:12]2[CH2:13][CH2:14]2)[CH2:2][CH2:3]1.[ClH:18].[NH2:19][CH:20]([C:21](=[O:22])[N:23]([CH3:24])[CH3:25])[CH2:26][CH:27]1[CH2:28][CH2:29]1>>[CH:1]1([c:4]2[cH:5][cH:6][c:7]([C:15](=[O:17])[NH:19][CH:20]([C:21](=[O:22])[N:23]([CH3:24])[CH3:25])[CH2:26][CH:27]3[CH2:28][CH2:29]3)[n:8][c:9]2[O:10][CH2:11][CH:12]2[CH2:13][CH2:14]2)[CH2:2][CH2:3]1. The reactants are COCC#Cc1ccc(C(=O)NC2C3(C)CCC(C3)C2(C)C)cc1S(=O)(=O)N1CCOCC1, CCO. The product is COCCCc1ccc(C(=O)NC2C3(C)CCC(C3)C2(C)C)cc1S(=O)(=O)N1CCOCC1. RXN SMILES: [CH3:1][O:2][CH2:3][C:4]#[C:5][c:6]1[c:7]([S:25](=[O:26])(=[O:27])[N:28]2[CH2:29][CH2:30][O:31][CH2:32][CH2:33]2)[cH:8][c:9]([C:10](=[O:11])[NH:12][CH:13]2[C:14]3([CH3:22])[CH2:15][CH2:16][CH:17]([C:18]2([CH3:19])[CH3:20])[CH2:21]3)[cH:23][cH:24]1.[CH3:34][CH2:35][OH:36]>>[CH3:1][O:2][CH2:3][CH2:4][CH2:5][c:6]1[c:7]([S:25](=[O:26])(=[O:27])[N:28]2[CH2:29][CH2:30][O:31][CH2:32][CH2:33]2)[cH:8][c:9]([C:10](=[O:11])[NH:12][CH:13]2[C:14]3([CH3:22])[CH2:15][CH2:16][CH:17]([C:18]2([CH3:19])[CH3:20])[CH2:21]3)[cH:23][cH:24]1. The reactants are O=C1C(O)=C(O)[C@H](O1)[C@@H](O)CO (L-ascorbic acid), Cl (hydrogen chloride). The solvent is O (water), C(=O)O (formic acid). Conditions: temperature 60 celsius, time 30 minute. The product is ClC[C@@H]([C@@H]1C(=C(C(=O)O1)O)O)O (6-chloro-6-deoxy-L-ascorbic acid). As a reaction SMILES: [O:1]=[C:2]1[O:8][C@H:7]([C@H:9]([CH2:11]O)[OH:10])[C:5]([OH:6])=[C:3]1[OH:4].[ClH:13]>C(O)=O.O>[Cl:13][CH2:11][C@H:9]([OH:10])[C@H:7]1[O:8][C:2](=[O:1])[C:3]([OH:4])=[C:5]1[OH:6]. Reported procedure: 360 g of L-ascorbic acid in 1000 ml of formic acid are treated in a pressure vessel at 50° C with 145 g of hydrogen chloride gas in such a manner that the dosage velocity amounts to about 6.6 g per hour and the pressure amounts to about 0.4 to 0.6 atmospheres. Subsequently, the black mass obtained is evaporated at 60° C to a thick, pitch-like paste. This paste is stirred with about 2 liters of water at 60° C for 30 minutes. Subsequently, the water is evaporated off at 60° C under reduced pressur... The reactants are [Al+3], C1CCOC1, O=NN1CCCSc2ccc(F)cc21, [H-], [H-], [H-], [H-], [Li+]. Yields the product NN1CCCSc2ccc(F)cc21. Reaction SMILES: [Al+3:16].[CH2:21]1[O:22][CH2:23][CH2:24][CH2:25]1.[F:1][c:2]1[cH:3][cH:4][c:5]2[c:6]([cH:14]1)[N:7]([N:12]=[O:13])[CH2:8][CH2:9][CH2:10][S:11]2.[H-:15].[H-:18].[H-:19].[H-:20].[Li+:17]>>[F:1][c:2]1[cH:3][cH:4][c:5]2[c:6]([cH:14]1)[N:7]([NH2:12])[CH2:8][CH2:9][CH2:10][S:11]2. The reactants are ClC(C1OC2=C(C(O1)C(Cl)(Cl)Cl)C=C(C=C2)C(=O)N)(Cl)Cl (2,4-bis(trichloromethyl)benzo[1,3]dioxin-6-carboxamide), CC(C)([O-])C.[K+] (potassium t-butoxide). Run in CS(=O)C (dimethylsulphoxide). The product is ClC(=C1OC2=C(C(O1)=C(Cl)Cl)C=C(C=C2)C(=O)N)Cl (2,4-bis(dichloromethylene)benzo[1,3]dioxin-6-carboxamide). Reaction SMILES: [Cl:1][C:2](Cl)([Cl:20])[CH:3]1[O:8][CH:7]([C:9](Cl)([Cl:11])[Cl:10])[C:6]2[CH:13]=[C:14]([C:17]([NH2:19])=[O:18])[CH:15]=[CH:16][C:5]=2[O:4]1.CC(C)([O-])C.[K+]>CS(C)=O>[Cl:20][C:2]([Cl:1])=[C:3]1[O:8][C:7](=[C:9]([Cl:11])[Cl:10])[C:6]2[CH:13]=[C:14]([C:17]([NH2:19])=[O:18])[CH:15]=[CH:16][C:5]=2[O:4]1 |f:1.2|. Reported procedure: A mixture of 2,4-bis(trichloromethyl)benzo[1,3]dioxin-6-carboxamide (3.14 g.) and potassium t-butoxide (2.5 g.) in 50% aqueous dimethylsulphoxide (50 ml.) was heated at 80°-90° C. for 2 hours. The solid product was filtered off, dried and crystallised from ethanol to give 2,4-bis(dichloromethylene)benzo[1,3]dioxin-6-carboxamide, m.p. 217°-218° C. The reactants are [NH4+].[Cl-] (NH4Cl), CC=1C=CC2=C(OC(CN2N=O)C2=CC=CC=C2)C1 (7-Methyl-4-nitroso-2-phenyl-3,4-dihydro-2H-benzo[b][1,4]oxazine), CC(=O)C (acetone), O (water). The reagents and catalysts are [Zn] (zinc). Run at temperature 0 celsius. Product: CC=1C=CC2=C(OC(CN2N=C(C)C)C2=CC=CC=C2)C1 (7-methyl-2-phenyl-N-(propan-2-ylidene)-2H-benzo[b][1,4]oxazin-4(3H)-amine). As a reaction SMILES: [CH3:1][C:2]1[CH:3]=[CH:4][C:5]2[N:10]([N:11]=O)[CH2:9][CH:8]([C:13]3[CH:18]=[CH:17][CH:16]=[CH:15][CH:14]=3)[O:7][C:6]=2[CH:19]=1.[NH4+].[Cl-].O.[CH3:23][C:24]([CH3:26])=O>[Zn]>[CH3:1][C:2]1[CH:3]=[CH:4][C:5]2[N:10]([N:11]=[C:24]([CH3:26])[CH3:23])[CH2:9][CH:8]([C:13]3[CH:18]=[CH:17][CH:16]=[CH:15][CH:14]=3)[O:7][C:6]=2[CH:19]=1 |f:1.2|. Procedure details: 7-Methyl-4-nitroso-2-phenyl-3,4-dihydro-2H-benzo[b][1,4]oxazine (1.5 g) was dissolved in acetone (90 mL). To it was added saturated NH4Cl solution (4.6 mL) followed by water (4.6 mL) with constant stirring until a homogenous solution resulted. The reaction mixture was cooled to 0° C., and to it was added zinc dust (1.5 g) in small portions. After addition, the mixture was stirred at RT for 2 h. Reaction was monitored by TLC. After completion of reaction, the mixture was concentrated under reduce...